Dataset: the Open Reaction Database (ORD), a public repository of structured organic reaction records. Task: describe an organic reaction: reactants, conditions, products, and yield Starting materials: Oc1nc2ccc(Cl)cc2nc1O, [K+], O=[N+]([O-])[O-], O=S(=O)(O)O. Yields the product O=[N+]([O-])c1cc2nc(O)c(O)nc2cc1Cl. RXN SMILES: [Cl:6][c:7]1[cH:8][c:9]2[n:10][c:11]([OH:18])[c:12]([OH:17])[n:13][c:14]2[cH:15][cH:16]1.[K+:1].[O-:2][N+:3]([O-:4])=[O:5].[S:19](=[O:20])(=[O:21])([OH:22])[OH:23]>>[O-:2][N+:3](=[O:5])[c:16]1[c:7]([Cl:6])[cH:8][c:9]2[n:10][c:11]([OH:18])[c:12]([OH:17])[n:13][c:14]2[cH:15]1. The reactants are C(C)(=O)O[C@H]1[C@@H](C2=C1C=CC=C2)OC(C)=O (trans-1,2-diacetoxy-1,2-dihydrobenzocyclobutene), C(C)(=O)OC1(CC2(C=3C(C=CC(C3C1)=O)=O)OCCO2)C(C)=O (rac-3-acetoxy-3-acetyl-1,1-ethylenedioxy-1,2,3,4,5,8-hexahydro-5,8-dioxonaphthalene). Run in C1(=CC=CC=C1)C (toluene). Yields the product C(C)(=O)OC1(CC2(C=3C(C4C(C5=CC=CC=C5C(C4C(C3C1)=O)OC(C)=O)OC(C)=O)=O)OCCO2)C(C)=O (rac-3,6,11-triacetoxy-3-acetyl-1,1-ethylenedioxy-1,2,3,4,5,5a,6,11,11a,12-decahydro-5,12-dioxonaphthacene). The yield is 42.3%. RXN SMILES: [C:1]([O:4][C@@H:5]1[C:8]2[CH:9]=[CH:10][CH:11]=[CH:12][C:7]=2[C@H:6]1[O:13][C:14](=[O:16])[CH3:15])(=[O:3])[CH3:2].[C:17]([O:20][C:21]1([C:37](=[O:39])[CH3:38])[CH2:30][C:29]2[C:28](=[O:31])[CH:27]=[CH:26][C:25](=[O:32])[C:24]=2[C:23]2([O:36][CH2:35][CH2:34][O:33]2)[CH2:22]1)(=[O:19])[CH3:18]>C1(C)C=CC=CC=1>[C:17]([O:20][C:21]1([C:37](=[O:39])[CH3:38])[CH2:30][C:29]2[C:28](=[O:31])[CH:27]3[CH:26]([CH:5]([O:4][C:1](=[O:3])[CH3:2])[C:8]4[C:7]([CH:6]3[O:13][C:14](=[O:16])[CH3:15])=[CH:12][CH:11]=[CH:10][CH:9]=4)[C:25](=[O:32])[C:24]=2[C:23]2([O:36][CH2:35][CH2:34][O:33]2)[CH2:22]1)(=[O:19])[CH3:18]. Reported procedure: A solution of 110 mg (0.5 mmol) of trans-1,2-diacetoxy-1,2-dihydrobenzocyclobutene and 112 mg (0.35 mmol) of rac-3-acetoxy-3-acetyl-1,1-ethylenedioxy-1,2,3,4,5,8-hexahydro-5,8-dioxonaphthalene in 10 ml of toluene was stirred and heated under reflux for 3 hours under an atmosphere of nitrogen. The solution was evaporated and the resulting yellow gum was crystallised from diethyl either to yield 80 mg (42%) of rac-3,6,11-triacetoxy-3-acetyl-1,1-ethylenedioxy-1,2,3,4,5,5a,6,11,11a,12-decahydro-5,12... Starting materials: NC1=NC=C(N=C1N1CCOCC1)N1CCOCC1 (2-amino-3,5-dimorpholinopyrazine), N(=O)[O-].[Na+] (sodium nitrite), P(=O)(Cl)(Cl)Cl (phosphorus oxychloride). Product: ClC1=NC=C(N=C1N1CCOCC1)N1CCOCC1 (2-Chloro-3,5-dimorpholinopyrazine). Reaction SMILES: N[C:2]1[C:7]([N:8]2[CH2:13][CH2:12][O:11][CH2:10][CH2:9]2)=[N:6][C:5]([N:14]2[CH2:19][CH2:18][O:17][CH2:16][CH2:15]2)=[CH:4][N:3]=1.N([O-])=O.[Na+].P(Cl)(Cl)([Cl:26])=O>>[Cl:26][C:2]1[C:7]([N:8]2[CH2:13][CH2:12][O:11][CH2:10][CH2:9]2)=[N:6][C:5]([N:14]2[CH2:19][CH2:18][O:17][CH2:16][CH2:15]2)=[CH:4][N:3]=1 |f:1.2|. Procedure details: This product is obtained by treating the 2-amino-3,5-dimorpholinopyrazine with sodium nitrite by the method described in the preceding procedure, Step C, and then with phosphorus oxychloride by the method described in Preparation 13, Step B. The reactants are [Si](C)(C)(C(C)(C)C)OC[C@H]1N(CC(C(=C1)C)=O)C(=O)OC(C)(C)C ((S)-tert-butyl 2-((tert-butyldimethylsilyloxy)methyl)-4-methyl-5-oxo-5,6-dihydropyridine-1(2H)-carboxylate), [Si](C)(C)(C(C)(C)C)OC[C@H](C=C)N(C(OC(C)(C)C)=O)CC(C(C(C)C)=C)=O ((S)-tert-butyl 1-(tert-butyldimethylsilyloxy)but-3-en-2-yl(4-methyl-3-methylene-2-oxopentyl)carbamate), [Si](C)(C)(C(C)(C)C)OC[C@H](C=C)N(C(OC(C)(C)C)=O)CC(C(C(C)C)=C)=O ((S)-tert-butyl 1-(tert-butyldimethylsilyloxy)but-3-en-2-yl(4-methyl-3-methylene-2-oxopentyl)carbamate). Reagents/catalysts: CC1=C(C(=CC(=C1)C)C)N1C(N(CC1)C1=C(C=C(C=C1C)C)C)=[Ru](=CC1=C(C=CC=C1)OC(C)C)(Cl)Cl ((1,3-Bis-(2,4,6-trimethylphenyl)-2-imidazolidinylidene)dichloro(o-isopropoxyphenylmethylene)ruthenium). The product is [Si](C)(C)(C(C)(C)C)OC[C@H]1N(CC(C(=C1)C(C)C)=O)C(=O)OC(C)(C)C ((S)-tert-butyl 2-((tert-butyldimethylsilyloxy)methyl)-4-isopropyl-5-oxo-5,6-dihydropyridine-1(2H)-carboxylate), oil. The yield is 85.0%. RXN SMILES: [Si:1]([O:8][CH2:9][C@@H:10]([N:13]([CH2:21][C:22](=[O:28])[C:23](=C)[CH:24]([CH3:26])[CH3:25])[C:14](=[O:20])[O:15][C:16]([CH3:19])([CH3:18])[CH3:17])[CH:11]=C)([C:4]([CH3:7])([CH3:6])[CH3:5])([CH3:3])[CH3:2].[Si](OC[C@@H]1C=C(C)C(=O)CN1C(OC(C)(C)C)=O)(C(C)(C)C)(C)C>CC1C=C(C)C=C(C)C=1N1CCN(C2C(C)=CC(C)=CC=2C)C1=[Ru](Cl)(Cl)=CC1C=CC=CC=1OC(C)C>[Si:1]([O:8][CH2:9][C@@H:10]1[CH:11]=[C:23]([CH:24]([CH3:25])[CH3:26])[C:22](=[O:28])[CH2:21][N:13]1[C:14]([O:15][C:16]([CH3:17])([CH3:19])[CH3:18])=[O:20])([C:4]([CH3:5])([CH3:7])[CH3:6])([CH3:3])[CH3:2]. Procedure: The title compound was prepared from (S)-tert-butyl 1-(tert-butyldimethylsilyloxy)but-3-en-2-yl(4-methyl-3-methylene-2-oxopentyl)carbamate (Intermediate 34, 0.839 g, 2.04 mmol) following the procedure described for Intermediate 7, using 0.32 eq of (1,3-Bis-(2,4,6-trimethylphenyl)-2-imidazolidinylidene)dichloro(o-isopropoxyphenylmethylene)ruthenium. The desired product was obtained as a colorless oil (0.667 g, 85%). Reactants: ClC=1C(=C2C(=NC1)N(C=C2)S(=O)(=O)C2=CC=C(C)C=C2)I (5-chloro-4-iodo-1-tosyl-1H-pyrrolo[2,3-b]pyridine), COCOC1(CCC1)C=1SC(=CN1)[Sn](CCCC)(CCCC)CCCC (2-(1-(methoxymethoxy)cyclobutyl)-5-(tributylstannyl)thiazole). Reagents/catalysts: Cl[Pd]([P](C1=CC=CC=C1)(C2=CC=CC=C2)C3=CC=CC=C3)([P](C4=CC=CC=C4)(C5=CC=CC=C5)C6=CC=CC=C6)Cl (bis(triphenylphosphine)palladium dichloride). The solvent is CN(C=O)C (N,N-dimethylformamide). Reaction conditions: time 8 hour. The product is ClC=1C(=C2C(=NC1)N(C=C2)S(=O)(=O)C2=CC=C(C)C=C2)C2=CN=C(S2)C2(CCC2)OCOC (5-(5-chloro-1-tosyl-1H-pyrrolo[2,3-b]pyridin-4-yl)-2-(1-(methoxymethoxy)cyclobutyl)thiazole). Reaction SMILES: [Cl:1][C:2]1[C:3](I)=[C:4]2[CH:10]=[CH:9][N:8]([S:11]([C:14]3[CH:20]=[CH:19][C:17]([CH3:18])=[CH:16][CH:15]=3)(=[O:13])=[O:12])[C:5]2=[N:6][CH:7]=1.[CH3:22][O:23][CH2:24][O:25][C:26]1([C:30]2[S:31][C:32]([Sn](CCCC)(CCCC)CCCC)=[CH:33][N:34]=2)[CH2:29][CH2:28][CH2:27]1>CN(C)C=O.Cl[Pd](Cl)([P](C1C=CC=CC=1)(C1C=CC=CC=1)C1C=CC=CC=1)[P](C1C=CC=CC=1)(C1C=CC=CC=1)C1C=CC=CC=1>[Cl:1][C:2]1[C:3]([C:32]2[S:31][C:30]([C:26]3([O:25][CH2:24][O:23][CH3:22])[CH2:27][CH2:28][CH2:29]3)=[N:34][CH:33]=2)=[C:4]2[CH:10]=[CH:9][N:8]([S:11]([C:14]3[CH:20]=[CH:19][C:17]([CH3:18])=[CH:16][CH:15]=3)(=[O:13])=[O:12])[C:5]2=[N:6][CH:7]=1 |^1:55,74|. Procedure: A solution of 5-chloro-4-iodo-1-tosyl-1H-pyrrolo[2,3-b]pyridine (Example 1D) (7.12 g, 16.46 mmol), bis(triphenylphosphine)palladium dichloride (0.809 g, 1.15 mmol), and 2-(1-(methoxymethoxy)cyclobutyl)-5-(tributylstannyl)thiazole (Example 1C) (10.45 g, 21.39 mmol) in N,N-dimethylformamide (54.9 ml) was heated to 70° C. for 1 hour. The reaction was cooled to room temperature and quenched by the addition of an aqueous potassium fluoride solution (19 g in 100 mL water) and ethyl acetate (200 mL). T... The reactants are O=C([O-])[O-], CC(C)I, CN(C)C=O, [K+], [K+], O, CC1(C)CC(=O)c2cc(O)c(O)cc2O1. Yields the product CC(C)Oc1cc2c(cc1O)C(=O)CC(C)(C)O2. Reaction SMILES: [C:6](=[O:7])([O-:8])[O-:9].[CH:12]([CH3:13])([CH3:14])[I:15].[CH:1]([N:2]([CH3:3])[CH3:4])=[O:5].[K+:10].[K+:11].[OH2:16].[OH:17][c:18]1[cH:19][c:20]2[c:25]([cH:26][c:27]1[OH:28])[O:24][C:23]([CH3:29])([CH3:30])[CH2:22][C:21]2=[O:31]>>[CH:12]([CH3:13])([CH3:14])[O:28][c:27]1[c:18]([OH:17])[cH:19][c:20]2[c:25]([cH:26]1)[O:24][C:23]([CH3:29])([CH3:30])[CH2:22][C:21]2=[O:31]. Reactants: COC1=C(C=C(C=C1)Br)C(C=O)(C)C (2-(2-Methoxy-5-bromophenyl)-2-methyl-1-propanal), cuprous cyanide, CN(C=O)C (dimethylformamide), ferric chloride, C(C)OCC (diethyl ether). Run in O (water), Cl (hydrochloric acid). Conditions: time 3 hour. Product: COC1=C(C=C(C=C1)C#N)C(C=O)(C)C (2-(2-Methoxy-5-cyanophenyl)-2-methyl-1-propanal). RXN SMILES: [CH3:1][O:2][C:3]1[CH:8]=[CH:7][C:6](Br)=[CH:5][C:4]=1[C:10]([CH3:14])([CH3:13])[CH:11]=[O:12].[CH3:15][N:16](C)C=O.C(OCC)C>O.Cl>[CH3:1][O:2][C:3]1[CH:8]=[CH:7][C:6]([C:15]#[N:16])=[CH:5][C:4]=1[C:10]([CH3:14])([CH3:13])[CH:11]=[O:12]. Procedure details: 2-(2-Methoxy-5-bromophenyl)-2-methyl-1-propanal (9.5 g), prepared as in Example 5(d), cuprous cyanide (4.0 g) and dimethylformamide (20 ml) were heated under reflux with stirring for 3 hours. A solution of ferric chloride (7.3 g) in water (25 ml) and hydrochloric acid (3.5 ml conc) was added to the cooled reaction mixture which was then heated at 60°-70° C. for 5 minutes. Isolation of the product through diethyl ether yielded, after recrystallisation from ethanol, 3 g of pure product, mp 115°-11... Reactants: C1(CCCC1)C=1C=C(C=O)C=CC1OC (3-Cyclopentyl-4-methoxybenzaldehyde), ClC=1C=C2CC(NC2=CC1)=O (5-chloro-2-oxindole). Yields the product ClC=1C=C2C(C(NC2=CC1)=O)=CC1=CC(=C(C=C1)OC)C1CCCC1 (5-chloro-3-(3-cyclopentyl-4-methoxybenzylidene)-1,3-dihydroindol-2-one). Reaction SMILES: [CH:1]1([C:6]2[CH:7]=[C:8]([CH:11]=[CH:12][C:13]=2[O:14][CH3:15])[CH:9]=O)[CH2:5][CH2:4][CH2:3][CH2:2]1.[Cl:16][C:17]1[CH:18]=[C:19]2[C:23](=[CH:24][CH:25]=1)[NH:22][C:21](=[O:26])[CH2:20]2>>[Cl:16][C:17]1[CH:18]=[C:19]2[C:23](=[CH:24][CH:25]=1)[NH:22][C:21](=[O:26])[C:20]2=[CH:9][C:8]1[CH:11]=[CH:12][C:13]([O:14][CH3:15])=[C:6]([CH:1]2[CH2:5][CH2:4][CH2:3][CH2:2]2)[CH:7]=1. Reported procedure: 3-Cyclopentyl-4-methoxybenzaldehyde was condensed with 5-chloro-2-oxindole to give 0.3 g of 5-chloro-3-(3-cyclopentyl-4-methoxybenzylidene)-1,3-dihydroindol-2-one as a yellow-orange solid. Starting materials: Cc1cc2ncc3cc(-c4ccccc4)c(-c4ccc(C=O)cc4)nc3n2n1, CC(=O)O, CCOC(=O)C1CCNCC1, [Na+], O=C([O-])O, C1COCCO1. The product is CCOC(=O)C1CCN(Cc2ccc(-c3nc4c(cnc5cc(C)nn54)cc3-c3ccccc3)cc2)CC1. RXN SMILES: [CH3:1][c:2]1[n:3][n:4]2[c:5]([n:6][cH:7][c:8]3[c:9]2[n:10][c:11](-[c:20]2[cH:21][cH:22][c:23]([CH:24]=[O:25])[cH:26][cH:27]2)[c:12](-[c:14]2[cH:15][cH:16][cH:17][cH:18][cH:19]2)[cH:13]3)[cH:28]1.[CH3:40][C:41](=[O:42])[OH:43].[NH:29]1[CH2:30][CH2:31][CH:32]([C:33](=[O:34])[O:35][CH2:36][CH3:37])[CH2:38][CH2:39]1.[Na+:48].[O-:44][C:45]([OH:46])=[O:47].[O:49]1[CH2:50][CH2:51][O:52][CH2:53][CH2:54]1>>[CH3:1][c:2]1[n:3][n:4]2[c:5]([n:6][cH:7][c:8]3[c:9]2[n:10][c:11](-[c:20]2[cH:21][cH:22][c:23]([CH2:24][N:29]4[CH2:30][CH2:31][CH:32]([C:33](=[O:34])[O:35][CH2:36][CH3:37])[CH2:38][CH2:39]4)[cH:26][cH:27]2)[c:12](-[c:14]2[cH:15][cH:16][cH:17][cH:18][cH:19]2)[cH:13]3)[cH:28]1.